Dataset: the Open Reaction Database (ORD), a public repository of structured organic reaction records. Task: describe an organic reaction: reactants, conditions, products, and yield Reactants: N1=C(C=NC=C1)/C=C/C1=NN(C2=CC(=CC=C12)\C=C/1\C(NC2=CC=CC=C12)=O)COCC[Si](C)(C)C ((E)-3-((3-((E)-2-(pyrazin-2-yl)vinyl)-1-((2-(trimethylsilyl)-ethoxy)methyl)-1H-indazol-6-yl)methylene)indolin-2-one), [F-].C(CCC)[N+](CCCC)(CCCC)CCCC (tetrabutylammonium fluoride). The solvent is C1CCOC1 (THF). The product is N1=C(C=NC=C1)/C=C/C1=NNC2=CC(=CC=C12)C=C1C(NC2=CC=CC=C12)=O (3-((3-((E)-2-(pyrazin-2-yl)vinyl)-1H-indazol-6-yl)methylene)-indolin-2-one). As a reaction SMILES: [N:1]1[CH:6]=[CH:5][N:4]=[CH:3][C:2]=1/[CH:7]=[CH:8]/[C:9]1[C:17]2[C:12](=[CH:13][C:14](/[CH:18]=[C:19]3/[C:20](=[O:28])[NH:21][C:22]4[C:27]/3=[CH:26][CH:25]=[CH:24][CH:23]=4)=[CH:15][CH:16]=2)[N:11](COCC[Si](C)(C)C)[N:10]=1.[F-].C([N+](CCCC)(CCCC)CCCC)CCC>C1COCC1>[N:1]1[CH:6]=[CH:5][N:4]=[CH:3][C:2]=1/[CH:7]=[CH:8]/[C:9]1[C:17]2[C:12](=[CH:13][C:14]([CH:18]=[C:19]3[C:27]4[C:22](=[CH:23][CH:24]=[CH:25][CH:26]=4)[NH:21][C:20]3=[O:28])=[CH:15][CH:16]=2)[NH:11][N:10]=1 |f:1.2|. Procedure: A degassed mixture of (E)-3-((3-((E)-2-(pyrazin-2-yl)vinyl)-1-((2-(trimethylsilyl)-ethoxy)methyl)-1H-indazol-6-yl)methylene)indolin-2-one (20 mg, 0.040 mmol) and tetrabutylammonium fluoride (1.0 M in THF, 0.6 mL, 0.6 mmol) in anh. THF (10 mL) was refluxed under Ar for 1 d. The reaction mixture was then concentrated under reduced pressure and purified by prepTLC (SiO2 12% MeOH/DCM) and trituration with DCM to provide the title compound as a 1.5:1.0 (E:Z) mixture of isomers: a yellow solid (1.7 mg... Yields the product CC(NC(=O)CCl)C(Oc1ccc2c(cnn2-c2ccc(F)cc2)c1)c1ccccc1. Reaction SMILES: [Cl:28][CH2:29][C:30](=[O:31])[Cl:32].[F:1][c:2]1[cH:3][cH:4][c:5](-[n:8]2[n:9][cH:10][c:11]3[cH:12][c:13]([O:17][CH:18]([CH:19]([CH3:20])[NH2:21])[c:22]4[cH:23][cH:24][cH:25][cH:26][cH:27]4)[cH:14][cH:15][c:16]23)[cH:6][cH:7]1>>[F:1][c:2]1[cH:3][cH:4][c:5](-[n:8]2[n:9][cH:10][c:11]3[cH:12][c:13]([O:17][CH:18]([CH:19]([CH3:20])[NH:21][C:30]([CH2:29][Cl:28])=[O:31])[c:22]4[cH:23][cH:24][cH:25][cH:26][cH:27]4)[cH:14][cH:15][c:16]23)[cH:6][cH:7]1. Reactants: O=C(Cl)CCl, CC(N)C(Oc1ccc2c(cnn2-c2ccc(F)cc2)c1)c1ccccc1. The reactants are C(C1=CC=CC=C1)N1CC(OCC1)CN1C(C=2C(C1=O)=CC=CC2)=O (4-benzyl-2-phthalimidomethylmorpholine), O.NN (hydrazine monohydrate), [OH-].[Na+] (sodium hydroxide). Solvent: C(C)O (ethanol). The product is NCC1CN(CCO1)CC1=CC=CC=C1 (2-aminomethyl-4-benzylmorpholine). The yield is 109.5%. As a reaction SMILES: [CH2:1]([N:8]1[CH2:13][CH2:12][O:11][CH:10]([CH2:14][N:15]2C(=O)C3=CC=CC=C3C2=O)[CH2:9]1)[C:2]1[CH:7]=[CH:6][CH:5]=[CH:4][CH:3]=1.O.NN.[OH-].[Na+]>C(O)C>[NH2:15][CH2:14][CH:10]1[O:11][CH2:12][CH2:13][N:8]([CH2:1][C:2]2[CH:7]=[CH:6][CH:5]=[CH:4][CH:3]=2)[CH2:9]1 |f:1.2,3.4|. Procedure: To a solution of crude 4-benzyl-2-phthalimidomethylmorpholine (64 g) in ethanol (500 ml) was added hydrazine monohydrate (18 ml, 0.57 mol) and the mixture was heated under reflux for 2 hours. After cooling, 10% aqueous sodium hydroxide (200 ml) was added to dissolve insolubles and the ethanol was distilled off under reduced pressure. The aqueous layer was extracted with chloroform (200 ml×3), the combined organic layer was dried over potassium carbonate and the solvent was distilled off to give ... Starting materials: O1CCN(CC1)C(=O)C=1C=C2CCC(NC2=CC1)=O (6-morpholinocarbonyl-3,4-dihydrocarbostyril), NC1=CC=CC=C1 (aniline). Product: C1(=CC=CC=C1)N1CCN(CC1)C(=O)C=1C=C2CCC(NC2=CC1)=O (6-(4-phenyl-1-piperazinylcarbonyl)-3,4-dihydrocarbostyril). As a reaction SMILES: O1[CH2:6][CH2:5][N:4]([C:7]([C:9]2[CH:10]=[C:11]3[C:16](=[CH:17][CH:18]=2)[NH:15][C:14](=[O:19])[CH2:13][CH2:12]3)=[O:8])[CH2:3][CH2:2]1.[NH2:20][C:21]1[CH:26]=[CH:25][CH:24]=[CH:23][CH:22]=1>>[C:21]1([N:20]2[CH2:6][CH2:5][N:4]([C:7]([C:9]3[CH:10]=[C:11]4[C:16](=[CH:17][CH:18]=3)[NH:15][C:14](=[O:19])[CH2:13][CH2:12]4)=[O:8])[CH2:3][CH2:2]2)[CH:26]=[CH:25][CH:24]=[CH:23][CH:22]=1. Procedure: 2.62 Grams of 6-morpholinocarbonyl-3,4-dihydrocarbostyril and 10 g of aniline were placed in a sealed tube and heated at 170°-200° C. for 5 hours. Excess aniline was removed by evaporation under reduced pressure, then the residue thus obtained was purified by means of silica gel column chromatography. Recrystallized from isopropanol to obtain 0.32 g of 6-(4-phenyl-1-piperazinylcarbonyl)-3,4-dihydrocarbostyril. Colorless needle-like crystals. Melting point: 200°-201° C. Starting materials: BrC1=C(C(=O)OC)C=C(C=C1)C=1C=NC=C(C1)C (methyl 2-bromo-5-(5-methylpyridin-3-yl)benzoate), CN1N=CC(=C1)B1OC(C)(C)C(C)(C)O1 (1-methylpyrazole-4-boronic acid pinacol ester), C(=O)([O-])[O-].[Cs+].[Cs+] (Cs2CO3). The reagents and catalysts are C1=CC=C(C=C1)P([C-]2C=CC=C2)C3=CC=CC=C3.C1=CC=C(C=C1)P([C-]2C=CC=C2)C3=CC=CC=C3.Cl[Pd]Cl.[Fe+2] (PdCl2(dppf)). Run in CN(C)C=O (DMF). Conditions: temperature 130 celsius, time 35 minute. Product: CN1N=CC(=C1)C1=C(C(=O)OC)C=C(C=C1)C=1C=NC=C(C1)C (methyl 2-(1-methyl-1H-pyrazol-4-yl)-5-(5-methylpyridin-3-yl)benzoate). RXN SMILES: Br[C:2]1[CH:11]=[CH:10][C:9]([C:12]2[CH:13]=[N:14][CH:15]=[C:16]([CH3:18])[CH:17]=2)=[CH:8][C:3]=1[C:4]([O:6][CH3:7])=[O:5].[CH3:19][N:20]1[CH:24]=[C:23](B2OC(C)(C)C(C)(C)O2)[CH:22]=[N:21]1.C([O-])([O-])=O.[Cs+].[Cs+]>CN(C=O)C.C1C=CC(P(C2C=CC=CC=2)[C-]2C=CC=C2)=CC=1.C1C=CC(P(C2C=CC=CC=2)[C-]2C=CC=C2)=CC=1.Cl[Pd]Cl.[Fe+2]>[CH3:19][N:20]1[CH:24]=[C:23]([C:2]2[CH:11]=[CH:10][C:9]([C:12]3[CH:13]=[N:14][CH:15]=[C:16]([CH3:18])[CH:17]=3)=[CH:8][C:3]=2[C:4]([O:6][CH3:7])=[O:5])[CH:22]=[N:21]1 |f:2.3.4,6.7.8.9|. Procedure details: A solution of methyl 2-bromo-5-(5-methylpyridin-3-yl)benzoate (2-3, 0.269 g, 0.88 mmol, 1.0 equiv), 1-methylpyrazole-4-boronic acid pinacol ester (0.274 g, 1.32 mmol, 1.5 equiv), 4M Cs2CO3 (0.769 mL, 3.08 mmol, 3.5 equiv) and PdCl2(dppf) (0.064 g, 0.088 mmol, 0.1 equiv) was made in DMF (4.5 mL) and stirred at 130° C. for 35 minutes. The reaction mixture was cooled and partitioned between EtOAc and water. The layers were separated and the aqueous layer extracted with ethyl acetate. The combined o...